Dataset: the Open Reaction Database (ORD), a public repository of structured organic reaction records. Task: describe an organic reaction: reactants, conditions, products, and yield The reactants are CC(C)([O-])C.[Na+] (sodium tert-butoxide), BrC1=CC(=CC(=C1)S(F)(F)(F)(F)F)C(C)(OC)OC (1-Bromo-3-(1,1-dimethoxyethyl)-5-(pentafluorosulfanyl)benzene), O=O (oxygen), N1CCCC1 (pyrrolidine). The reagents and catalysts are C1(=CC=CC=C1)P(C1=C(C2=CC=CC=C2C=C1)C1=C(C=CC2=CC=CC=C12)P(C1=CC=CC=C1)C1=CC=CC=C1)C1=CC=CC=C1 ((+)-2,2′-bis(diphenylphosphino)-1,1′-binaphthalene), C(C)(=O)[O-].[Pd+2].C(C)(=O)[O-] (palladium(II) acetate), O (water). Solvent: CC(OCC)=O (EA), COCCOC (DME), COCCOC (DME). Run at temperature 85 celsius, time 30 minute. The product is FS(C=1C=C(C=C(C1)N1CCCC1)C(C)=O)(F)(F)(F)F (1-[3-(Pentafluorosulfanyl)-5-pyrrolidin-1-ylphenyl]ethanone). Reaction SMILES: Br[C:2]1[CH:7]=[C:6]([S:8]([F:13])([F:12])([F:11])([F:10])[F:9])[CH:5]=[C:4]([C:14]([O:18]C)(OC)[CH3:15])[CH:3]=1.O=O.[NH:22]1[CH2:26][CH2:25][CH2:24][CH2:23]1.CC(C)([O-])C.[Na+]>COCCOC.O.C([O-])(=O)C.[Pd+2].C([O-])(=O)C.C1(P(C2C=CC=CC=2)C2C=CC3C(=CC=CC=3)C=2C2C3C(=CC=CC=3)C=CC=2P(C2C=CC=CC=2)C2C=CC=CC=2)C=CC=CC=1.CC(=O)OCC>[F:13][S:8]([F:10])([F:11])([F:12])([F:9])[C:6]1[CH:5]=[C:4]([C:14](=[O:18])[CH3:15])[CH:3]=[C:2]([N:22]2[CH2:26][CH2:25][CH2:24][CH2:23]2)[CH:7]=1 |f:3.4,7.8.9|. Reported procedure: 1-Bromo-3-(1,1-dimethoxyethyl)-5-(pentafluorosulfanyl)benzene (200 mg) was initially charged at RT in DME (30 ml) under argon. Two drops of water were added to the DME. A strong argon stream was used to displace the oxygen from the solution for 45 min. Then pyrrolidine (45 μl) was added dropwise through a septum, followed by (+)-2,2′-bis(diphenylphosphino)-1,1′-binaphthalene (5 mg), sodium tert-butoxide (73 mg) and palladium(II) acetate (1.2 mg). The reaction mixture was heated to 85° C. for 3 h... The reactants are NC1=C(C(=O)OC)C=C(C=C1C)C(F)(F)F (Methyl 2-amino-3-methyl-5-(trifluoromethyl)benzoate), NC1=C(C(=O)OC)C=C(C=C1I)OC(F)(F)F (methyl 2-amino-3-iodo-5-(trifluoromethoxy)benzoate). Yields the product NC1=C(C(=O)OC)C=C(C=C1C)OC(F)(F)F (Methyl 2-amino-3-methyl-5-(trifluoromethoxy)benzoate), oil. The yield is 89.0%. Reaction SMILES: [NH2:1][C:2]1[C:11]([CH3:12])=[CH:10][C:9](C(F)(F)F)=[CH:8][C:3]=1[C:4]([O:6][CH3:7])=[O:5].NC1C(I)=CC([O:29][C:30]([F:33])([F:32])[F:31])=CC=1C(OC)=O>>[NH2:1][C:2]1[C:11]([CH3:12])=[CH:10][C:9]([O:29][C:30]([F:33])([F:32])[F:31])=[CH:8][C:3]=1[C:4]([O:6][CH3:7])=[O:5]. Procedure: The title compound was prepared as in the method of compound 3 from methyl 2-amino-3-iodo-5-(trifluoromethoxy)benzoate to give an orange oil (0.413 g, 89%).